This data is from the Open Reaction Database (ORD), a public repository of structured organic reaction records. The task is: describe an organic reaction: reactants, conditions, products, and yield Starting materials: FC=1C=C(C(=O)NCCC(C(=O)OC(C)(C)C)C2(C(N(CC2)CCC2=CC=CC=C2)=O)C(=C)C)C=CC1F (tert-Butyl α-[2-[(3,4-Difluorobenzoyl)amino]ethyl]-2-oxo-1-(2-phenylethyl)-3-(propen-2-yl)-3-pyrrolidineacetate), C(=O)(C(F)(F)F)O (TFA). Solvent: C(Cl)Cl (CH2Cl2). Reaction conditions: temperature 0 celsius, time 1 hour. Product: FC=1C=C(C(=O)NCCC(C(=O)O)C2(C(N(CC2)CCC2=CC=CC=C2)=O)C(=C)C)C=CC1F (α-[2-[(3,4-Difluorobenzoyl)amino]ethyl]-2-oxo-1-(2-phenylethyl)-3-(propen-2-yl)-3-pyrrolidineacetic acid). Isolated yield 95.3%. As a reaction SMILES: [F:1][C:2]1[CH:3]=[C:4]([CH:35]=[CH:36][C:37]=1[F:38])[C:5]([NH:7][CH2:8][CH2:9][CH:10]([C:18]1([C:32]([CH3:34])=[CH2:33])[CH2:22][CH2:21][N:20]([CH2:23][CH2:24][C:25]2[CH:30]=[CH:29][CH:28]=[CH:27][CH:26]=2)[C:19]1=[O:31])[C:11]([O:13]C(C)(C)C)=[O:12])=[O:6].C(O)(C(F)(F)F)=O>C(Cl)Cl>[F:1][C:2]1[CH:3]=[C:4]([CH:35]=[CH:36][C:37]=1[F:38])[C:5]([NH:7][CH2:8][CH2:9][CH:10]([C:18]1([C:32]([CH3:34])=[CH2:33])[CH2:22][CH2:21][N:20]([CH2:23][CH2:24][C:25]2[CH:30]=[CH:29][CH:28]=[CH:27][CH:26]=2)[C:19]1=[O:31])[C:11]([OH:13])=[O:12])=[O:6]. Procedure: A cold (0° C.) solution of tert-butyl α-[2-[(3,4-difluorebenzoyl)amino]ethyl]-2-oxo-1-(2-phenylethyl)-3-(propen-2-yl)-3-pyrrolidineacetate (EXAMPLE 94, step 4; 505 mg, 0.959 mmol) in CH2Cl2 (2 mL) is treated with TFA (2 mL) and maintained at 0° C. for 30 min. The ice bath is removed, and after 1 h, the solution was diluted with CH2Cl2 and concentrated (3×). The residual oil is diluted with H2O (10 mL) and extracted into CH2Cl2 (3×25 mL). The extracts are combined, dried over anhydrous MgSO4, fil... The reactants are C(N)(=O)C=1C=C2C(C3=C(C=CN2C1)C=CC=C3)=O (2-carbamoyl-11H-pyrrolo[2,1-b][3]benzazepine-11-one), S(O)(O)(=O)=O (sulfuric acid), N(=O)[O-].[Na+] (sodium nitrite). Solvent: O (water). The product is C(=O)(O)C=1C=C2C(C3=C(C=CN2C1)C=CC=C3)=O (2-carboxy-11H-pyrrolo[2,1-b] [3]benzazepine-11-one). As a reaction SMILES: [C:1]([C:4]1[CH:5]=[C:6]2[N:12]([CH:13]=1)[CH:11]=[CH:10][C:9]1[CH:14]=[CH:15][CH:16]=[CH:17][C:8]=1[C:7]2=[O:18])(=[O:3])N.S(=O)(=O)(O)[OH:20].N([O-])=O.[Na+]>O>[C:1]([C:4]1[CH:5]=[C:6]2[N:12]([CH:13]=1)[CH:11]=[CH:10][C:9]1[CH:14]=[CH:15][CH:16]=[CH:17][C:8]=1[C:7]2=[O:18])([OH:20])=[O:3] |f:2.3|. Procedure: To 2-carbamoyl-11H-pyrrolo[2,1-b][3]benzazepine-11-one (27 g., 0.112 moles) in 300 ml. of 50% sulfuric acid maintained at 50° C. is added slowly 25 g. of sodium nitrite in 75 ml. of water. At the end of the addition, the solid is filtered, washed with water and air-dried to yield 2-carboxy-11H-pyrrolo[2,1-b] [3]benzazepine-11-one. The reactants are FC=1C=C(C=CC1)C1OC2=CC=C(C=C2CC1)O (2-(3-fluorophenyl)chroman-6-ol), FC=1C=C(C=C(C1)F)C1OC2=CC=C(C=C2C(C1)O)O (2-(3,5-difluorophenyl)chroman-4,6-diol). Product: FC=1C=C(C=C(C1)F)C1OC2=CC=C(C=C2CC1)O (2-(3,5-Difluorophenyl)chroman-6-ol). As a reaction SMILES: FC1C=C(C2CCC3C(=CC=C(O)C=3)O2)C=CC=1.[F:19][C:20]1[CH:21]=[C:22]([CH:27]2[CH2:36][CH:35](O)[C:34]3[C:29](=[CH:30][CH:31]=[C:32]([OH:38])[CH:33]=3)[O:28]2)[CH:23]=[C:24]([F:26])[CH:25]=1>>[F:19][C:20]1[CH:21]=[C:22]([CH:27]2[CH2:36][CH2:35][C:34]3[C:29](=[CH:30][CH:31]=[C:32]([OH:38])[CH:33]=3)[O:28]2)[CH:23]=[C:24]([F:26])[CH:25]=1. Reported procedure: 2-(3,5-Difluorophenyl)chroman-6-ol was prepared as described for 2-(3-fluorophenyl)chroman-6-ol in Example 9(c) starting from 500 mg of 2-(3,5-difluorophenyl)chroman-4,6-diol. 1H NMR (300 MHz, d6-DMSO) δ: 8.82 (s, 1H), 7.20-7.14 (m, 3H), 6.68 (d, 1H, J 8.6 Hz), 6.53 (d, 1H, J 2.9 Hz), 6.50 (dd, 1H, J 8.6, 2.9 Hz), 5.05 (dd, 1H, J 9.8, 2.2 Hz), 2.88 (ddd, 1H, J −16.7, 10.8, 5.9 Hz), 2.62 (ddd, 1H, J −16.7, 8.9, 5.0 Hz), 2.15 (m, 1H), 1.93 (m, 1H). Starting materials: C1(CCCCC1)N=C1C=C(C(C2=CC=CC=C12)=O)OC (4-cyclohexylimino-1-oxo-2-methoxy-1,4-dihydronaphthalene), C(C)(=O)OC(C)=O (acetic anhydride). The product is C1(CCCCC1)NC1=CC(=C(C2=CC=CC=C12)OC(C)=O)OC (4-cyclohexylamino-1-acetoxy-2-methoxynaphthalene). Reaction SMILES: [CH:1]1([N:7]=[C:8]2[C:17]3[C:12](=[CH:13][CH:14]=[CH:15][CH:16]=3)[C:11](=[O:18])[C:10]([O:19][CH3:20])=[CH:9]2)[CH2:6][CH2:5][CH2:4][CH2:3][CH2:2]1.[C:21](OC(=O)C)(=[O:23])[CH3:22]>>[CH:1]1([NH:7][C:8]2[C:17]3[C:12](=[CH:13][CH:14]=[CH:15][CH:16]=3)[C:11]([O:18][C:21](=[O:23])[CH3:22])=[C:10]([O:19][CH3:20])[CH:9]=2)[CH2:6][CH2:5][CH2:4][CH2:3][CH2:2]1. Procedure: A suspension of 4-cyclohexylimino-1-oxo-2-methoxy-1,4-dihydronaphthalene in acetic anhydride is hydrogenated according to the procedure in Example 1 to obtain 4-cyclohexylamino-1-acetoxy-2-methoxynaphthalene, m.p. 134°-136° C. The reactants are C(C)(C)(C)OC(NC1=C(C=C(C(=C1)F)C(F)(F)F)NC(CC(C1=CC(=CC=C1)N1N=NC=C1COC1OCCCC1)=O)=O)=O ((RS)-[5-fluoro-2-(3-oxo-3-{3-[5-(tetrahydro-pyran-2-yloxymethyl)-[1,2,3]triazol-1-yl]-phenyl}-propionylamino)-4-trifluoromethyl-phenyl]-carbamic acid tert.-butyl ester), C(=O)(C(F)(F)F)O (TFA). The solvent is C(Cl)Cl (CH2Cl2). Yields the product FC1=CC2=C(NC(CC(=N2)C2=CC(=CC=C2)N2N=NC=C2CO)=O)C=C1C(F)(F)F (7-Fluoro-4-[3-(5-hydroxymethyl-[1,2,3]triazol-1-yl)-phenyl]-8-trifluoromethyl-1,3-dihydro-benzo[b][1,4]diazepin-2-one), solid. As a reaction SMILES: C(OC(=O)[NH:7][C:8]1[CH:13]=[C:12]([F:14])[C:11]([C:15]([F:18])([F:17])[F:16])=[CH:10][C:9]=1[NH:19][C:20](=[O:43])[CH2:21][C:22](=O)[C:23]1[CH:28]=[CH:27][CH:26]=[C:25]([N:29]2[C:33]([CH2:34][O:35]C3CCCCO3)=[CH:32][N:31]=[N:30]2)[CH:24]=1)(C)(C)C.C(O)(C(F)(F)F)=O>C(Cl)Cl>[F:14][C:12]1[C:11]([C:15]([F:18])([F:17])[F:16])=[CH:10][C:9]2[NH:19][C:20](=[O:43])[CH2:21][C:22]([C:23]3[CH:28]=[CH:27][CH:26]=[C:25]([N:29]4[C:33]([CH2:34][OH:35])=[CH:32][N:31]=[N:30]4)[CH:24]=3)=[N:7][C:8]=2[CH:13]=1. Procedure: The title compound was prepared from (RS)-[5-fluoro-2-(3-oxo-3-{3-[5-(tetrahydro-pyran-2-yloxymethyl)-[1,2,3]triazol-1-yl]-phenyl}-propionylamino)-4-trifluoromethyl-phenyl]-carbamic acid tert.-butyl ester (Example M34) (489 mg, 0.787 mmol) by treatment with TFA in CH2Cl2 according to the general procedure N. Obtained as a light yellow solid (87 mg).